From a dataset of the Open Reaction Database (ORD), a public repository of structured organic reaction records. describe an organic reaction: reactants, conditions, products, and yield Starting materials: COCCCN1C(=NC2=C1C=NC=C2)[C@H]2CN(CCC2)C(=O)OC(C)(C)C ((R)-tert-Butyl 3-(3-(3-methoxypropyl)-3H-imidazo[4,5-c]pyridin-2-yl)piperidine-1-carboxylate), FC(C(=O)O)(F)F (trifluoroacetic acid), resultant solution. The solvent is ClCCl (Dichloromethane). The product is COCCCN1C(=NC2=C1C=NC=C2)[C@H]2CNCCC2 ((R)-3-(3-Methoxypropyl)-2-(piperidin-3-yl)-3H-imidazo[4,5-c]pyridine). As a reaction SMILES: [CH3:1][O:2][CH2:3][CH2:4][CH2:5][N:6]1[C:10]2[CH:11]=[N:12][CH:13]=[CH:14][C:9]=2[N:8]=[C:7]1[C@@H:15]1[CH2:20][CH2:19][CH2:18][N:17](C(OC(C)(C)C)=O)[CH2:16]1.FC(F)(F)C(O)=O>ClCCl>[CH3:1][O:2][CH2:3][CH2:4][CH2:5][N:6]1[C:10]2[CH:11]=[N:12][CH:13]=[CH:14][C:9]=2[N:8]=[C:7]1[C@@H:15]1[CH2:20][CH2:19][CH2:18][NH:17][CH2:16]1. Procedure details: (R)-tert-Butyl 3-(3-(3-methoxypropyl)-3H-imidazo[4,5-c]pyridin-2-yl)piperidine-1-carboxylate (36D) (0.279 mmol, 0.105 g) was added to a 10 mL round-bottomed flask equipped for stirring under nitrogen. Dichloromethane (1 mL) and trifluoroacetic acid (1 mL) were then added and the resultant solution was allowed to stir under nitrogen for 4 hr. The reaction was then concentrated and dried in-vacuo affording (R)-3-(3-Methoxypropyl)-2-(piperidin-3-yl)-3H-imidazo[4,5-c]pyridine (35E) as a clear oil th... Starting materials: COC(=O)c1cc(Br)cc(NC2CCOCC2)c1C, O=C([O-])[O-], CC1(C)OB(c2ccc(CN3CCOCC3)cc2)OC1(C)C, [Na+], [Na+], C1COCCO1, O, c1ccc(P(c2ccccc2)(c2ccccc2)[Pd](P(c2ccccc2)(c2ccccc2)c2ccccc2)(P(c2ccccc2)(c2ccccc2)c2ccccc2)P(c2ccccc2)(c2ccccc2)c2ccccc2)cc1. The product is COC(=O)c1cc(-c2ccc(CN3CCOCC3)cc2)cc(NC2CCOCC2)c1C. As a reaction SMILES: [Br:1][c:2]1[cH:3][c:4]([NH:13][CH:14]2[CH2:15][CH2:16][O:17][CH2:18][CH2:19]2)[c:5]([CH3:12])[c:6]([C:7](=[O:8])[O:9][CH3:10])[cH:11]1.[C:42](=[O:43])([O-:44])[O-:45].[CH3:20][C:21]1([CH3:22])[C:23]([CH3:24])([CH3:25])[O:26][B:27]([c:28]2[cH:29][cH:30][c:31]([CH2:32][N:33]3[CH2:34][CH2:35][O:36][CH2:37][CH2:38]3)[cH:39][cH:40]2)[O:41]1.[Na+:46].[Na+:47].[O:48]1[CH2:49][CH2:50][O:51][CH2:52][CH2:53]1.[OH2:54].[cH:55]1[cH:56][cH:57][c:58]([P:59]([Pd:60]([P:61]([c:62]2[cH:63][cH:64][cH:65][cH:66][cH:67]2)([c:68]2[cH:69][cH:70][cH:71][cH:72][cH:73]2)[c:74]2[cH:75][cH:76][cH:77][cH:78][cH:79]2)([P:80]([c:81]2[cH:82][cH:83][cH:84][cH:85][cH:86]2)([c:87]2[cH:88][cH:89][cH:90][cH:91][cH:92]2)[c:93]2[cH:94][cH:95][cH:96][cH:97][cH:98]2)[P:99]([c:100]2[cH:101][cH:102][cH:103][cH:104][cH:105]2)([c:106]2[cH:107][cH:108][cH:109][cH:110][cH:111]2)[c:112]2[cH:113][cH:114][cH:115][cH:116][cH:117]2)([c:118]2[cH:119][cH:120][cH:121][cH:122][cH:123]2)[c:124]2[cH:125][cH:126][cH:127][cH:128][cH:129]2)[cH:130][cH:131]1>>[c:2]1(-[c:28]2[cH:29][cH:30][c:31]([CH2:32][N:33]3[CH2:34][CH2:35][O:36][CH2:37][CH2:38]3)[cH:39][cH:40]2)[cH:3][c:4]([NH:13][CH:14]2[CH2:15][CH2:16][O:17][CH2:18][CH2:19]2)[c:5]([CH3:12])[c:6]([C:7](=[O:8])[O:9][CH3:10])[cH:11]1. The reactants are CN(C)c1cccc(N(C)C)c1, CC(=O)OC(C)=O, O=C(O)c1ccccc1C(=O)c1cccn1-c1ccccc1. Yields the product CN(C)c1ccc(C2(c3cccn3-c3ccccc3)OC(=O)c3ccccc32)c(N(C)C)c1. RXN SMILES: [CH3:23][N:24]([c:25]1[cH:26][c:27]([N:31]([CH3:32])[CH3:33])[cH:28][cH:29][cH:30]1)[CH3:34].[CH3:35][C:36]([O:37][C:38](=[O:39])[CH3:40])=[O:41].[c:1]1(-[n:7]2[c:8]([C:12](=[O:13])[c:14]3[c:15]([C:16](=[O:17])[OH:18])[cH:19][cH:20][cH:21][cH:22]3)[cH:9][cH:10][cH:11]2)[cH:2][cH:3][cH:4][cH:5][cH:6]1>>[c:1]1(-[n:7]2[c:8]([C:12]3([c:28]4[c:27]([N:31]([CH3:32])[CH3:33])[cH:26][c:25]([N:24]([CH3:23])[CH3:34])[cH:30][cH:29]4)[c:14]4[c:15]([cH:19][cH:20][cH:21][cH:22]4)[C:16](=[O:17])[O:18]3)[cH:9][cH:10][cH:11]2)[cH:2][cH:3][cH:4][cH:5][cH:6]1. Starting materials: O=C(c1ncc[nH]1)c1ncc[nH]1, CC(C)(C)OC(=O)N1CCC(C(=O)O)CC1, CCOC(C)=O, Cl, Nc1ccccc1, C1CCOC1, O. Yields the product CC(C)(C)OC(=O)N1CCC(C(=O)Nc2ccccc2)CC1. RXN SMILES: [C:17]([c:18]1[nH:19][cH:20][cH:21][n:22]1)([c:23]1[nH:24][cH:25][cH:26][n:27]1)=[O:28].[C:1](=[O:2])([O:3][C:4]([CH3:5])([CH3:6])[CH3:7])[N:8]1[CH2:9][CH2:10][CH:11]([C:12](=[O:13])[OH:14])[CH2:15][CH2:16]1.[CH3:43][CH2:44][O:45][C:46](=[O:47])[CH3:48].[ClH:42].[NH2:29][c:30]1[cH:31][cH:32][cH:33][cH:34][cH:35]1.[O:36]1[CH2:37][CH2:38][CH2:39][CH2:40]1.[OH2:41]>>[C:1](=[O:2])([O:3][C:4]([CH3:5])([CH3:6])[CH3:7])[N:8]1[CH2:9][CH2:10][CH:11]([C:12](=[O:14])[NH:29][c:30]2[cH:31][cH:32][cH:33][cH:34][cH:35]2)[CH2:15][CH2:16]1. The reactants are O1CCN(CC1)C1=CC=C(N)C=C1 (4-morpholinoaniline), NC1=CC2=C(NC(=N2)C2=CC=C(C(=O)[O-])C=C2)C=C1 (4-(5-amino-1H-benzimidazol-2-yl)benzoate). Product: NC1=CC2=C(NC(=N2)C2=CC=C(C(=O)NC3=CC=C(C=C3)N3CCOCC3)C=C2)C=C1 (4-(5-Amino-1H-benzimidazol-2-yl)-N-(4-morpholinophenyl)benzamide). Reaction SMILES: [O:1]1[CH2:6][CH2:5][N:4]([C:7]2[CH:13]=[CH:12][C:10]([NH2:11])=[CH:9][CH:8]=2)[CH2:3][CH2:2]1.[NH2:14][C:15]1[CH:32]=[CH:31][C:18]2[NH:19][C:20]([C:22]3[CH:30]=[CH:29][C:25]([C:26]([O-])=[O:27])=[CH:24][CH:23]=3)=[N:21][C:17]=2[CH:16]=1>>[NH2:14][C:15]1[CH:32]=[CH:31][C:18]2[NH:19][C:20]([C:22]3[CH:23]=[CH:24][C:25]([C:26]([NH:11][C:10]4[CH:12]=[CH:13][C:7]([N:4]5[CH2:3][CH2:2][O:1][CH2:6][CH2:5]5)=[CH:8][CH:9]=4)=[O:27])=[CH:29][CH:30]=3)=[N:21][C:17]=2[CH:16]=1. Procedure: Compound 453 was prepared from 4-morpholinoaniline and 4-(5-amino-1H-benzimidazol-2-yl)benzoate by standard conditions. [M+H]+ calcd for C24H23N5O2: 414.19; found: 413.97. The reactants are ClCC=1C(=NC=CC1)SCCC (3-Chloromethyl-2-propylsulfanyl-pyridine), COC(=O)C1C(C1)C1=CC(=C(C=C1)O)F (2-(3-fluoro-4-hydroxy-phenyl)-cyclopropane carboxylic acid methyl ester). The product is FC=1C=C(C=CC1OCC=1C(=NC=CC1)SCCC)C1C(C1)C(=O)O (2-[3-fluoro-4-(2-propylsulfanyl-pyridin-3-ylmethoxy)-phenyl]-cyclopropane carboxylic acid). Yield: 48.0%. RXN SMILES: Cl[CH2:2][C:3]1[C:4]([S:9][CH2:10][CH2:11][CH3:12])=[N:5][CH:6]=[CH:7][CH:8]=1.C[O:14][C:15]([CH:17]1[CH2:19][CH:18]1[C:20]1[CH:25]=[CH:24][C:23]([OH:26])=[C:22]([F:27])[CH:21]=1)=[O:16]>>[F:27][C:22]1[CH:21]=[C:20]([CH:18]2[CH2:19][CH:17]2[C:15]([OH:16])=[O:14])[CH:25]=[CH:24][C:23]=1[O:26][CH2:2][C:3]1[C:4]([S:9][CH2:10][CH2:11][CH3:12])=[N:5][CH:6]=[CH:7][CH:8]=1. Reported procedure: 3-Chloromethyl-2-propylsulfanyl-pyridine (0.016 g, 0.08 mmol) obtained in Step C of Preparation Example 14 and 2-(3-fluoro-4-hydroxy-phenyl)-cyclopropane carboxylic acid methyl ester (less polar) (0.017 g, 0.08 mmol) obtained in Step C of Preparation Example 64 were used to react sequentially in the same manner as in Steps A and B of Example 1 to obtain the title compound (0.014 g, 48%). Reactants: ClC=1C=CC2=C(C=C(O2)C(=O)O)C1 (5-chloro-1-benzofuran-2-carboxylic acid). The reagents and catalysts are [Cu] (copper). Solvent: CN1C(CCC1)=O (1-methyl-2-pyrrolidinone). Reaction conditions: temperature 250 celsius. Product: ClC=1C=CC2=C(C=CO2)C1 (5-Chloro-1-benzofuran). Isolated yield 418.7%. Reaction SMILES: [Cl:1][C:2]1[CH:3]=[CH:4][C:5]2[O:9][C:8](C(O)=O)=[CH:7][C:6]=2[CH:13]=1>CN1CCCC1=O.[Cu]>[Cl:1][C:2]1[CH:3]=[CH:4][C:5]2[O:9][CH:8]=[CH:7][C:6]=2[CH:13]=1. Procedure details: To a solution of 5-chloro-1-benzofuran-2-carboxylic acid (0.2 g) in 1-methyl-2-pyrrolidinone (2 ml) was added copper granules (0.2 g). The reaction mixture was heated at 250° C. for 3.5 min in a microwave. The reaction vessel was cooled to room temperature and the mixture combined with four other similar mixtures and the combined mixtures partitioned between water and diethyl ether. The organic layer was washed with water and brine, dried (over magnesium sulphate) and concentrated under reduced ... Starting materials: COC=1C=C(/C=C/C(=O)OCCCCC=C)C=CC1OC (hex-5-enyl (E)-3,4-dimethoxycinnamate), Cl[SiH](Cl)Cl (trichlorosilane), Cl[SiH](Cl)Cl (trichlorosilane), H2PtCl6. The solvent is O1CCCC1 (tetrahydrofuran), O1CCCC1 (tetrahydrofuran). Run at time 5 hour. Product: COC=1C=C(/C=C/C(=O)OCCCCCC[Si](Cl)(Cl)Cl)C=CC1OC (6-trichlorosilanylhexyl (E)-3,4-dimethoxycinnamate). As a reaction SMILES: [Cl:1][SiH:2]([Cl:4])[Cl:3].[CH3:5][O:6][C:7]1[CH:8]=[C:9]([CH:21]=[CH:22][C:23]=1[O:24][CH3:25])/[CH:10]=[CH:11]/[C:12]([O:14][CH2:15][CH2:16][CH2:17][CH2:18][CH:19]=[CH2:20])=[O:13]>O1CCCC1>[CH3:5][O:6][C:7]1[CH:8]=[C:9]([CH:21]=[CH:22][C:23]=1[O:24][CH3:25])/[CH:10]=[CH:11]/[C:12]([O:14][CH2:15][CH2:16][CH2:17][CH2:18][CH2:19][CH2:20][Si:2]([Cl:4])([Cl:3])[Cl:1])=[O:13]. Procedure: 5 ml of trichlorosilane are added to a solution of 0.1 g of H2PtCl6 in 20 ml of dry tetrahydrofuran while stirring. A solution of 14.8 g of hex-5-enyl (E)-3,4-dimethoxycinnamate, dissolved in 20 ml of dry tetrahydrofuran, is carefully added dropwise to this. Thereafter, stirring is carried out for 5 hours at room temperature and then for 16 hours at 50° C. The reaction mixture is concentrated in a vacuum produced by a water-jet pump and is completely freed from the remaining solvent and trichlor...